Task: describe an organic reaction: reactants, conditions, products, and yield. Dataset: the Open Reaction Database (ORD), a public repository of structured organic reaction records Starting materials: CCOC(=O)CCCCBr, CCCC(C)C=O, CC#N, [H-], [Na+], O, c1ccc(P(c2ccccc2)c2ccccc2)cc1. Product: CCCC(C)C=CCCCC(=O)OCC. As a reaction SMILES: [Br:1][CH2:2][CH2:3][CH2:4][CH2:5][C:6](=[O:7])[O:8][CH2:9][CH3:10].[CH3:30][CH:31]([CH:32]=[O:33])[CH2:34][CH2:35][CH3:36].[CH3:39][C:40]#[N:41].[H-:37].[Na+:38].[OH2:42].[c:11]1([P:12]([c:13]2[cH:14][cH:15][cH:16][cH:17][cH:18]2)[c:19]2[cH:20][cH:21][cH:22][cH:23][cH:24]2)[cH:25][cH:26][cH:27][cH:28][cH:29]1>>[CH:2]([CH2:3][CH2:4][CH2:5][C:6](=[O:7])[O:8][CH2:9][CH3:10])=[CH:32][CH:31]([CH3:30])[CH2:34][CH2:35][CH3:36]. The reactants are C(C)(C)C1C(NS(N1)(=O)=O)=O (4-isopropyl-1,2,5-thiadiazolidin-3-one 1,1-dioxide), C1(=CC=CC=C1)SCCl (phenylthiomethyl chloride), C1(=CC=CC=C1)C (toluene). Reagents/catalysts: [Br-].C(CCC)[N+](CCCC)(CCCC)CCCC (tetrabutylammonium bromide). Product: C1(=CC=CC=C1)SCN1S(NC(C1=O)CCC)(=O)=O (2-phenylthiomethyl-4-propyl-1,2,5-thiadiazolidin-3-one 1,1-dioxide). Reaction SMILES: [CH:1]([CH:4]1[NH:8][S:7](=[O:10])(=[O:9])[NH:6][C:5]1=[O:11])(C)[CH3:2].[C:12]1([S:18][CH2:19]Cl)[CH:17]=[CH:16][CH:15]=[CH:14][CH:13]=1.[C:21]1(C)C=CC=CC=1>[Br-].C([N+](CCCC)(CCCC)CCCC)CCC>[C:12]1([S:18][CH2:19][N:6]2[C:5](=[O:11])[CH:4]([CH2:1][CH2:2][CH3:21])[NH:8][S:7]2(=[O:10])=[O:9])[CH:17]=[CH:16][CH:15]=[CH:14][CH:13]=1 |f:3.4|. Reported procedure: To a mixture of 4-isopropyl-1,2,5-thiadiazolidin-3-one 1,1-dioxide (7.0 g, 39.32 mmol) suspended in 150 ml of toluene was added phenylthiomethyl chloride (6.83 g, 43 mmol) and tetrabutylammonium bromide (1.26 g, 3.93 mmol). The resulting mixture was refluxed for 17 hours, cooled, filtered, and the filtrate was concentrated in vacuo. The residue was purified by column chromatography to afford 5.2 g of 2-phenylthiomethyl-4-isopropyl-1,2,5-thiadiazolidin-3-one 1,1-dioxide (Formula VI: R1 =H; R2 =is... Starting materials: CO, Cl, CCOC(=O)CCc1nccn1CCCCc1ccc(OCc2coc(C=Cc3ccc(C(F)(F)F)cc3)n2)cc1, [Na+], [OH-]. Yields the product O=C(O)CCc1nccn1CCCCc1ccc(OCc2coc(C=Cc3ccc(C(F)(F)F)cc3)n2)cc1. RXN SMILES: [CH3:45][OH:46].[ClH:44].[F:3][C:4]([c:5]1[cH:6][cH:7][c:8]([CH:11]=[CH:12][c:13]2[o:14][cH:15][c:16]([CH2:18][O:19][c:20]3[cH:21][cH:22][c:23]([CH2:26][CH2:27][CH2:28][CH2:29][n:30]4[c:31]([CH2:35][CH2:36][C:37](=[O:38])[O:39][CH2:40][CH3:41])[n:32][cH:33][cH:34]4)[cH:24][cH:25]3)[n:17]2)[cH:9][cH:10]1)([F:42])[F:43].[Na+:2].[OH-:1]>>[F:3][C:4]([c:5]1[cH:6][cH:7][c:8]([CH:11]=[CH:12][c:13]2[o:14][cH:15][c:16]([CH2:18][O:19][c:20]3[cH:21][cH:22][c:23]([CH2:26][CH2:27][CH2:28][CH2:29][n:30]4[c:31]([CH2:35][CH2:36][C:37](=[O:38])[OH:39])[n:32][cH:33][cH:34]4)[cH:24][cH:25]3)[n:17]2)[cH:9][cH:10]1)([F:42])[F:43]. Starting materials: N1=C(C=CC=C1)C=1N=CN(C1)C(C1=CC=CC=C1)(C1=CC=CC=C1)C1=CC=CC=C1 (4-(2-pyridyl)-1-trityl-1H-imidazole), Cl (hydrochloric acid). The solvent is O1CCCC1 (tetrahydrofuran). Yields the product N1=C(C=CC=C1)C=1N=CNC1 (4-(2-pyridyl)imidazole). The yield is 46.4%. As a reaction SMILES: [N:1]1[CH:6]=[CH:5][CH:4]=[CH:3][C:2]=1[C:7]1[N:8]=[CH:9][N:10](C(C2C=CC=CC=2)(C2C=CC=CC=2)C2C=CC=CC=2)[CH:11]=1.Cl>O1CCCC1>[N:1]1[CH:6]=[CH:5][CH:4]=[CH:3][C:2]=1[C:7]1[N:8]=[CH:9][NH:10][CH:11]=1. Procedure details: A solution of the crude 4-(2-pyridyl)-1-trityl-1H-imidazole (0.69g) in tetrahydrofuran (14 mL) was treated with 2 N hydrochloric acid (7.2 mL) and heated at reflux for 45 minutes. After cooling the reaction mixture was concentrated in vacuo and the residue was dissolved in dichloromethane (20 mL). The organic solution was successively washed with aqueous 1N sodium hydroxide (10 mL), water (20 mL) and brine (20 mL). The organic solution was then dried over anhydrous sodium sulfate, filtered, and ... Reactants: C(C)(C)(C)C=1C=C(C(=CC1)N)N (4-(tert-butyl)benzene-1,2-diamine), C(C1=CC=CC=C1)OC([C@@H]([C@@H](C(=O)O)NC(=O)OC(C)(C)C)C)=O ((2S,3R)-4-(benzyloxy)-2-((tert-butoxycarbonyl)amino)-3-methyl-4-oxobutanoic acid), CN1CCOCC1 (N-methylmorpholine), ClC(=O)OCC(C)C (isobutyl chloroformate). The solvent is O1CCCC1 (tetrahydrofuran), O1CCCC1 (tetrahydrofuran). Run at temperature -78 celsius, time 30 minute. The product is C(C)(C)(C)OC(=O)N[C@@H]([C@H](C(=O)O)C)C1=NC2=C(N1)C=CC(=C2)C(C)(C)C ((2R,3S)-3-((tert-Butoxycarbonyl)amino)-3-(5-(tert-butyl)-1H-benzo[d]imidazol-2-yl)-2-methylpropanoic acid). Isolated yield 77.3%. RXN SMILES: C([O:8][C:9](=[O:24])[C@H:10]([CH3:23])[C@H:11]([NH:15][C:16]([O:18][C:19]([CH3:22])([CH3:21])[CH3:20])=[O:17])[C:12](O)=O)C1C=CC=CC=1.CN1CCOCC1.ClC(OCC(C)C)=O.[C:40]([C:44]1[CH:45]=[C:46]([NH2:51])[C:47]([NH2:50])=[CH:48][CH:49]=1)([CH3:43])([CH3:42])[CH3:41]>O1CCCC1>[C:19]([O:18][C:16]([NH:15][C@H:11]([C:12]1[NH:50][C:47]2[CH:48]=[CH:49][C:44]([C:40]([CH3:43])([CH3:41])[CH3:42])=[CH:45][C:46]=2[N:51]=1)[C@@H:10]([CH3:23])[C:9]([OH:24])=[O:8])=[O:17])([CH3:22])([CH3:20])[CH3:21]. Procedure: To a cooled solution (−78° C.) of (2S,3R)-4-(benzyloxy)-2-((tert-butoxycarbonyl)amino)-3-methyl-4-oxobutanoic acid (Preparation 66, 4.10 g, 12.2 mmol) in tetrahydrofuran (50 mL) was added N-methylmorpholine (2.0 mL, 18.23 mmol) followed by isobutyl chloroformate (1.67 mL, 12.8 mmol) and the resulting white suspension stirred at −78° C. for 30 minutes. A solution of 4-(tert-butyl)benzene-1,2-diamine (2.40 g, 14.6 mmol) in tetrahydrofuran (5 mL) was added. The reaction mixture was allowed to warm ...